This data is from the Open Reaction Database (ORD), a public repository of structured organic reaction records. The task is: describe an organic reaction: reactants, conditions, products, and yield Starting materials: CC(C)(C)OC(=O)N1Cc2nc3cnc4ccccc4c3n2CC(O[Si](C)(C)C(C)(C)C)C1, ClC(Cl)Cl, [NH4+], [OH-], O=C(OO)c1cccc(Cl)c1, Cc1ccc(S(=O)(=O)Cl)cc1. Yields the product CC(C)(C)OC(=O)N1Cc2nc3c(N)nc4ccccc4c3n2CC(O[Si](C)(C)C(C)(C)C)C1. Reaction SMILES: [C:12]([CH3:13])([CH3:14])([CH3:15])[Si:16]([O:17][CH:18]1[CH2:19][N:20]([C:36](=[O:37])[O:38][C:39]([CH3:40])([CH3:41])[CH3:42])[CH2:21][c:22]2[n:23]([c:24]3[c:25]([cH:26][n:27][c:28]4[cH:29][cH:30][cH:31][cH:32][c:33]34)[n:34]2)[CH2:35]1)([CH3:43])[CH3:44].[CH:45]([Cl:46])([Cl:47])[Cl:48].[NH4+:60].[OH-:61].[OH:1][O:2][C:3]([c:4]1[cH:5][c:6]([Cl:7])[cH:8][cH:9][cH:10]1)=[O:11].[c:49]1([CH3:50])[cH:51][cH:52][c:53]([S:54]([Cl:55])(=[O:56])=[O:57])[cH:58][cH:59]1>>[C:12]([CH3:13])([CH3:14])([CH3:15])[Si:16]([O:17][CH:18]1[CH2:19][N:20]([C:36](=[O:37])[O:38][C:39]([CH3:40])([CH3:41])[CH3:42])[CH2:21][c:22]2[n:23]([c:24]3[c:25]([c:26]([NH2:60])[n:27][c:28]4[cH:29][cH:30][cH:31][cH:32][c:33]34)[n:34]2)[CH2:35]1)([CH3:43])[CH3:44]. Starting materials: C(C)(=O)OC(C)=O (acetic anhydride), C(CCCCC)(=O)OC(CCCCC)=O (caproic anhydride), acyl anhydrides. Yields the product C(CC)(=O)OC(CC)=O (propionic anhydride), C(CCC)(=O)OC(CCC)=O (butyric anhydride), C(CCCC)(=O)OC(CCCC)=O (valeric anhydride). As a reaction SMILES: C(OC(=O)C)(=O)C.[C:8]([O:15][C:16](=[O:22])[CH2:17][CH2:18][CH2:19][CH2:20]C)(=[O:14])[CH2:9][CH2:10][CH2:11][CH2:12]C>>[C:8]([O:15][C:16](=[O:22])[CH2:17][CH3:18])(=[O:14])[CH2:9][CH3:10].[C:8]([O:15][C:16](=[O:22])[CH2:17][CH2:18][CH3:19])(=[O:14])[CH2:9][CH2:10][CH3:11].[C:8]([O:15][C:16](=[O:22])[CH2:17][CH2:18][CH2:19][CH3:20])(=[O:14])[CH2:9][CH2:10][CH2:11][CH3:12]. Procedure: By following in principle the appropriate procedures of Example 4, Parts A and B or Example 5, but substituting other acyl anhydrides for acetic anhydride and caproic anhydride, such as propionic anhydride, butyric anhydride or valeric anhydride, the following compounds are obtained: The reactants are O1CCCC1 (tetrahydrofuran), C(C=C)C=1C(=NC=2N(C1N(C1=CC=C(C=C1)OCC)C(=O)OC(C)(C)C)N=CC2)N[C@@H]2CN(CCC2)C(=O)OC(C)(C)C (tert-butyl (S)-3-{6-allyl-7-[tert-butoxycarbonyl-(4-ethoxyphenyl)amino]pyrazolo[1,5-a]pyrimidin-5-ylamino}piperidine-1-carboxylate), [H-].[Na+] (sodium hydride), C(C=C)Br (allyl bromide). The solvent is O (water), CN(C=O)C (N,N-dimethylformamide). Run at temperature 70 celsius, time 5 hour. The product is C(C=C)N([C@@H]1CN(CCC1)C(=O)OC(C)(C)C)C1=NC=2N(C(=C1CC=C)N(C1=CC=C(C=C1)OCC)C(=O)OC(C)(C)C)N=CC2 (tert-butyl (S)-3-(allyl-{6-allyl-7-[tert-butoxycarbonyl-(4-ethoxyphenyl)amino)pyrazolo[1,5-a]pyrimidin-5-yl}amino)piperidine-1-carboxylate). RXN SMILES: O1C[CH2:4][CH2:3][CH2:2]1.[CH2:6]([C:9]1[C:10]([NH:35][C@H:36]2[CH2:41][CH2:40][CH2:39][N:38]([C:42]([O:44][C:45]([CH3:48])([CH3:47])[CH3:46])=[O:43])[CH2:37]2)=[N:11][C:12]2[N:13]([N:32]=[CH:33][CH:34]=2)[C:14]=1[N:15]([C:25]([O:27][C:28]([CH3:31])([CH3:30])[CH3:29])=[O:26])[C:16]1[CH:21]=[CH:20][C:19]([O:22][CH2:23][CH3:24])=[CH:18][CH:17]=1)[CH:7]=[CH2:8].[H-].[Na+].C(Br)C=C>O.CN(C)C=O>[CH2:4]([N:35]([C:10]1[C:9]([CH2:6][CH:7]=[CH2:8])=[C:14]([N:15]([C:25]([O:27][C:28]([CH3:31])([CH3:30])[CH3:29])=[O:26])[C:16]2[CH:17]=[CH:18][C:19]([O:22][CH2:23][CH3:24])=[CH:20][CH:21]=2)[N:13]2[N:32]=[CH:33][CH:34]=[C:12]2[N:11]=1)[C@H:36]1[CH2:41][CH2:40][CH2:39][N:38]([C:42]([O:44][C:45]([CH3:47])([CH3:46])[CH3:48])=[O:43])[CH2:37]1)[CH:3]=[CH2:2] |f:2.3|. Procedure details: To a mixed solution of tetrahydrofuran (0.6 mL) and N,N-dimethylformamide containing tert-butyl (S)-3-{6-allyl-7-[tert-butoxycarbonyl-(4-ethoxyphenyl)amino]pyrazolo[1,5-a]pyrimidin-5-ylamino}piperidine-1-carboxylate (100 mg, 0.168 mmol), sodium hydride and allyl bromide were added at 0° C., and the mixture was stirred at 70° C. for 5 hr. To the reaction solution, water was added, and the mixture was extracted with ethyl acetate. The combined ethyl acetate layer was dried over sodium sulfate. Aft... Starting materials: CN1CCN(CC1)C(=O)C1=C(N(C2=CC=CC=C12)C1=CC=CC=C1)N1CCNCC1 (1-phenyl-2-(1-piperazinyl)-indole-3-carboxylic acid-4-methyl-piperazide), CC(COC(=O)Cl)=C (chloroformic acid-2-methyl-2-propenyl ester), C([O-])([O-])=O.[Na+].[Na+] (sodium carbonate). Run in C(Cl)Cl (methylene chloride). Product: CN1CCN(CC1)C(=O)C1=C(N(C2=CC=CC=C12)C1=CC=CC=C1)N1CCN(CC1)C(=O)OCC(=C)C (2-[4-(2-Methyl-2-propenyl)oxycarbonyl-1-piperazinyl]-1-phenylindole-3-carboxylic acid-4-methyl-piperazide). Yield: 94.0%. As a reaction SMILES: [CH3:1][N:2]1[CH2:7][CH2:6][N:5]([C:8]([C:10]2[C:18]3[C:13](=[CH:14][CH:15]=[CH:16][CH:17]=3)[N:12]([C:19]3[CH:24]=[CH:23][CH:22]=[CH:21][CH:20]=3)[C:11]=2[N:25]2[CH2:30][CH2:29][NH:28][CH2:27][CH2:26]2)=[O:9])[CH2:4][CH2:3]1.[CH3:31][C:32](=[CH2:38])[CH2:33][O:34][C:35](Cl)=[O:36].C(=O)([O-])[O-].[Na+].[Na+]>C(Cl)Cl>[CH3:1][N:2]1[CH2:3][CH2:4][N:5]([C:8]([C:10]2[C:18]3[C:13](=[CH:14][CH:15]=[CH:16][CH:17]=3)[N:12]([C:19]3[CH:24]=[CH:23][CH:22]=[CH:21][CH:20]=3)[C:11]=2[N:25]2[CH2:26][CH2:27][N:28]([C:35]([O:34][CH2:33][C:32]([CH3:38])=[CH2:31])=[O:36])[CH2:29][CH2:30]2)=[O:9])[CH2:6][CH2:7]1 |f:2.3.4|. Reported procedure: Reaction in analogy to Example 60 from 1-phenyl-2-(1-piperazinyl)-indole-3-carboxylic acid-4-methyl-piperazide and chloroformic acid-2-methyl-2-propenyl ester. After working up with methylene chloride and heated sodium carbonate solution, the crystalline residue of the organic phase was triturated with ether, suction-filtered and washed with ether. Melting point: 141°-143° C., yield: 94% of the theory. As a reaction SMILES: [C:1]([C:3]1[CH:11]=[CH:10][C:6]([C:7]([OH:9])=O)=[CH:5][CH:4]=1)#[N:2].ClC1N=C(OC)N=C(OC)N=1.CN1CCOCC1.[NH2:30][C:31]1[CH:32]=[C:33]([CH:37]=[CH:38][CH:39]=1)[C:34]([OH:36])=[O:35]>CN(C=O)C.C(Cl)Cl>[C:1]([C:3]1[CH:4]=[CH:5][C:6]([C:7]([NH:30][C:31]2[CH:32]=[C:33]([CH:37]=[CH:38][CH:39]=2)[C:34]([OH:36])=[O:35])=[O:9])=[CH:10][CH:11]=1)#[N:2] |f:4.5|. Yields the product C(#N)C1=CC=C(C(=O)NC=2C=C(C(=O)O)C=CC2)C=C1 (m-(p-cyanobenzamido)benzoic acid). Starting materials: C(#N)C1=CC=C(C(=O)O)C=C1 (4-Cyanobenzoic acid), ClC1=NC(=NC(=N1)OC)OC (2-chloro-4,6-dimethoxy-1,3,5-triazine), CN1CCOCC1 (N-methylmorpholine), NC=1C=C(C(=O)O)C=CC1 (3-aminobenzoic acid). The yield is 70.0%. Reported procedure: 4-Cyanobenzoic acid is activated with 2-chloro-4,6-dimethoxy-1,3,5-triazine and N-methylmorpholine analogously to Example 1 and subsequently reacted with 3-aminobenzoic acid in DMF/CH2Cl2. There is obtained m-(p-cyanobenzamido)benzoic acid in the form of colourless crystals. Yield: 70%, m.p. 267° C. (ethyl acetate/acetonitrile). The solvent is CN(C)C=O.C(Cl)Cl (DMF CH2Cl2). Starting materials: ClC1=CC=C2C(=CN(C2=C1)CC(=O)O)C(=O)N1CCC(CC1)C1=C(C=CC=C1)F ({6-chloro-3-[4-(2-fluoro-phenyl)-piperidine-1-carbonyl]-indol-1-yl}-acetic acid), C(C)(C)(C)OC(NCCN)=O ((2-amino-ethyl)-carbamic acid tert-butyl ester), Cl (HCl). Yields the product Cl.NCCNC(CN1C=C(C2=CC=C(C=C12)Cl)C(=O)N1CCC(CC1)C1=C(C=CC=C1)F)=O (N-(2-Amino-ethyl)-2-{6-chloro-3-[4-(2-fluoro-phenyl)-piperidine-1-carbonyl]-indol-1-yl}-acetamide hydrochloride). RXN SMILES: [Cl:1][C:2]1[CH:10]=[C:9]2[C:5]([C:6]([C:15]([N:17]3[CH2:22][CH2:21][CH:20]([C:23]4[CH:28]=[CH:27][CH:26]=[CH:25][C:24]=4[F:29])[CH2:19][CH2:18]3)=[O:16])=[CH:7][N:8]2[CH2:11][C:12](O)=[O:13])=[CH:4][CH:3]=1.C(OC(=O)[NH:36][CH2:37][CH2:38][NH2:39])(C)(C)C.Cl>>[ClH:1].[NH2:36][CH2:37][CH2:38][NH:39][C:12](=[O:13])[CH2:11][N:8]1[C:9]2[C:5](=[CH:4][CH:3]=[C:2]([Cl:1])[CH:10]=2)[C:6]([C:15]([N:17]2[CH2:18][CH2:19][CH:20]([C:23]3[CH:28]=[CH:27][CH:26]=[CH:25][C:24]=3[F:29])[CH2:21][CH2:22]2)=[O:16])=[CH:7]1 |f:3.4|. Procedure: Following general procedure I, the coupling of {6-chloro-3-[4-(2-fluoro-phenyl)-piperidine-1-carbonyl]-indol-1-yl}-acetic acid (preparation described herein), with (commercially available) (2-amino-ethyl)-carbamic acid tert-butyl ester gave, after treatment with HCl the title compound. The reactants are CC(C)([O-])C.[Na+] (sodium tert-butoxide), [Si](C)(C)(C(C)(C)C)OCCN1N=C(C=C1)NC=1C=2N(N=C(C1)Cl)C(=CN2)C#N (8-((1-(2-((tert-butyl(dimethyl)silyl)oxy)ethyl)-1H-pyrazol-3-yl)amino)-6-chloroimidazo[1,2-b]pyridazine-3-carbonitrile), COC=1C=C(N)C=C(C1)N1N=NN=C1C (3-methoxy-5-(5-methyl-1H-tetrazol-1-yl)aniline), C(C)(C)(C)P(C1(C(C1)(C1=CC=CC=C1)C1=CC=CC=C1)C)C(C)(C)C (di-tert-butyl (1-methyl-2,2-diphenylcyclopropyl) phosphine). The reagents and catalysts are [CH2-]C=C.[CH2-]C=C.Cl[Pd+].Cl[Pd+] (Allylpalladium (II) chloride dimer). Solvent: C1(=CC=CC=C1)C (toluene), CO (methanol). Run at temperature 100 celsius, time 15 minute. Yields the product OCCN1N=C(C=C1)NC=1C=2N(N=C(C1)NC1=CC(=CC(=C1)N1N=NN=C1C)OC)C(=CN2)C#N (8-((1-(2-hydroxyethyl)-1H-pyrazol-3-yl)amino)-6-((3-methoxy-5-(5-methyl-1H-tetrazol-1-yl)phenyl)amino)imidazo[1,2-b]pyridazine-3-carbonitrile). The yield is 3.8%. Reaction SMILES: [Si]([O:8][CH2:9][CH2:10][N:11]1[CH:15]=[CH:14][C:13]([NH:16][C:17]2[C:18]3[N:19]([C:24]([C:27]#[N:28])=[CH:25][N:26]=3)[N:20]=[C:21](Cl)[CH:22]=2)=[N:12]1)(C(C)(C)C)(C)C.[CH3:29][O:30][C:31]1[CH:32]=[C:33]([CH:35]=[C:36]([N:38]2[C:42]([CH3:43])=[N:41][N:40]=[N:39]2)[CH:37]=1)[NH2:34].C(P(C(C)(C)C)C1(C)CC1(C1C=CC=CC=1)C1C=CC=CC=1)(C)(C)C.CC(C)([O-])C.[Na+]>C1(C)C=CC=CC=1.[CH2-]C=C.[CH2-]C=C.Cl[Pd+].Cl[Pd+].CO>[OH:8][CH2:9][CH2:10][N:11]1[CH:15]=[CH:14][C:13]([NH:16][C:17]2[C:18]3[N:19]([C:24]([C:27]#[N:28])=[CH:25][N:26]=3)[N:20]=[C:21]([NH:34][C:33]3[CH:35]=[C:36]([N:38]4[C:42]([CH3:43])=[N:41][N:40]=[N:39]4)[CH:37]=[C:31]([O:30][CH3:29])[CH:32]=3)[CH:22]=2)=[N:12]1 |f:3.4,6.7.8.9|. Reported procedure: A suspension of 12A (39 mg, 0.093 mmol), 3-methoxy-5-(5-methyl-1H-tetrazol-1-yl)aniline (28.7 mg, 0.14 mmol), and di-tert-butyl (1-methyl-2,2-diphenylcyclopropyl) phosphine (6.58 mg, 0.019 mmol) in toluene (0.75 mL) was purged with nitrogen. Allylpalladium (II) chloride dimer (3.41 mg, 9.3 μmol) and sodium tert-butoxide (10.76 mg, 0.11 mmol) were added, and the reaction mixture was purged with nitrogen and heated at 100° C. After 15 minutes, the reaction mixture was concentrated, suspended in wa... Yields the product [N+](=O)([O-])C=1C=CC2=C(C3=C(O2)CCC(C3)N(CC)CC)C1 (8-nitro-1,2,3,4-tetrahydro-2-diethylaminodibenzofuran). Reactants: [N+](=O)([O-])C=1C=CC2=C(C3=C(O2)CCC(C3)N)C1 (8-nitro-1,2,3,4-tetrahydro-2-dibenzofuranamine), ICC (iodoethane), C([O-])([O-])=O.[K+].[K+] (potassium carbonate), CC(=O)C (acetone). Yield: 45.0%. RXN SMILES: [N+:1]([C:4]1[CH:5]=[CH:6][C:7]2[O:11][C:10]3[CH2:12][CH2:13][CH:14]([NH2:16])[CH2:15][C:9]=3[C:8]=2[CH:17]=1)([O-:3])=[O:2].I[CH2:19][CH3:20].C(=O)([O-])[O-].[K+].[K+].[CH3:27][C:28](C)=O>>[N+:1]([C:4]1[CH:5]=[CH:6][C:7]2[O:11][C:10]3[CH2:12][CH2:13][CH:14]([N:16]([CH2:19][CH3:20])[CH2:27][CH3:28])[CH2:15][C:9]=3[C:8]=2[CH:17]=1)([O-:3])=[O:2] |f:2.3.4|. Reported procedure: A mixture of 0.88 gm (3.79 mMol) 8-nitro-1,2,3,4-tetrahydro-2-dibenzofuranamine, 0.89 gm (5.68 mMol) iodoethane and 1.58 gm (11.4 mMol) potassium carbonate in 50 mL acetone was heated at reflux for 3 hours. The reaction mixture was concentrated under reduced pressure and the residue dissolved in water. This mixture was extracted well with chloroform. The organic phases were combined, dried over potassium carbonate and concentrated under reduced pressure. The residue was subjected to radial chrom... Reactants: CS(=O)(=O)OC1CCN(CC1)C(=O)OC(C)(C)C (tert-butyl 4-((methylsulfonyl)oxy)piperidine-1-carboxylate), FC1=CC=C(C=C1)S (4-fluorobenzenethiol), C(=O)([O-])[O-].[K+].[K+] (K2CO3). Solvent: C(C)#N (ACN). Conditions: temperature 85 celsius, time 8 hour. Yields the product FC1=CC=C(C=C1)SC1CCN(CC1)C(=O)OC(C)(C)C (tert-butyl 4-((4-fluorophenyl)thio)piperidine-1-carboxylate). Isolated yield 94.8%. RXN SMILES: CS(O[CH:6]1[CH2:11][CH2:10][N:9]([C:12]([O:14][C:15]([CH3:18])([CH3:17])[CH3:16])=[O:13])[CH2:8][CH2:7]1)(=O)=O.[F:19][C:20]1[CH:25]=[CH:24][C:23]([SH:26])=[CH:22][CH:21]=1.C([O-])([O-])=O.[K+].[K+]>C(#N)C>[F:19][C:20]1[CH:25]=[CH:24][C:23]([S:26][CH:6]2[CH2:7][CH2:8][N:9]([C:12]([O:14][C:15]([CH3:16])([CH3:17])[CH3:18])=[O:13])[CH2:10][CH2:11]2)=[CH:22][CH:21]=1 |f:2.3.4|. Reported procedure: A mixture of tert-butyl 4-((methylsulfonyl)oxy)piperidine-1-carboxylate (1.42 g, 5.08 mmol), 4-fluorobenzenethiol (0.663 ml, 6.10 mmol) and K2CO3 (1.054 g, 7.62 mmol) in ACN (12.71 mL) was stirred at 85° C. overnight. The reaction mixture was filtered by suction and the solvent removed gave tert-butyl 4-((4-fluorophenyl)thio)piperidine-1-carboxylate (1.5 g, 95%) as a white solid.